This data is from the Open Reaction Database (ORD), a public repository of structured organic reaction records. The task is: describe an organic reaction: reactants, conditions, products, and yield The reactants are NC1=CC=C(C=C1)C(C(=O)O)C (2-(4-aminophenyl)propionic acid), diazonium salt, CCOC(=S)[S-].[K+] (potassium xanthogenate). Product: S1C=CC(=C1)C(C(=O)O)C (2-(4-thiophenyl)-propionic acid). RXN SMILES: NC1C=[CH:6][C:5]([CH:8]([CH3:12])[C:9]([OH:11])=[O:10])=[CH:4][CH:3]=1.CCOC([S-])=[S:17].[K+]>>[S:17]1[CH:6]=[C:5]([CH:8]([CH3:12])[C:9]([OH:11])=[O:10])[CH:4]=[CH:3]1 |f:1.2|. Procedure details: diazotation of 2-(4-aminophenyl)propionic acid and subsequent reaction of diazonium salt with potassium xanthogenate to give 2-(4-thiophenyl)-propionic acid; Starting materials: COC1=C(COCCCOC2=CC=C(C=C2)C2C(CN(CC2)C(=O)OC(C)(C)C)OCCOS(=O)(=O)C2=CC=C(C=C2)C)C=CC=C1 (tert-butyl 4-{4-[3-(2-methoxybenzyloxy)propoxy]phenyl}-3-[2-(toluene-4-sulphonyloxy)ethoxy]piperidine-1-carboxylate), OC1=C(C(=O)NCCOC)C=CC=C1 (2-hydroxy-N-(2-methoxyethyl)benzamide). Yields the product C(#N)CCC1=C(OCCOC2CN(CCC2C2=CC=C(C=C2)OCCCOCC2=C(C=CC=C2)OC)C(=O)OC(C)(C)C)C=CC=C1 (tert-Butyl 3-{2-[2-(2-cyanoethyl)phenoxy]ethoxy}-4-{4-[3-(2-methoxybenzyloxy)propoxy]phenyl}piperidine-1-carboxylate). Reaction SMILES: COC1C=CC=CC=1[CH2:5][O:6][CH2:7][CH2:8][CH2:9][O:10][C:11]1[CH:16]=[CH:15][C:14]([CH:17]2[CH2:22][CH2:21][N:20]([C:23]([O:25][C:26]([CH3:29])([CH3:28])[CH3:27])=[O:24])[CH2:19][CH:18]2[O:30][CH2:31][CH2:32][O:33]S(C2C=CC(C)=CC=2)(=O)=O)=[CH:13][CH:12]=1.O[C:49]1[CH:61]=[CH:60][CH:59]=[CH:58][C:50]=1[C:51](NCCOC)=O>>[C:19]([CH2:18][CH2:51][C:50]1[CH:49]=[CH:61][CH:60]=[CH:59][C:58]=1[O:33][CH2:32][CH2:31][O:30][CH:18]1[CH:17]([C:14]2[CH:13]=[CH:12][C:11]([O:10][CH2:9][CH2:8][CH2:7][O:6][CH2:5][C:12]3[CH:13]=[CH:14][CH:15]=[CH:16][C:11]=3[O:10][CH3:9])=[CH:16][CH:15]=2)[CH2:22][CH2:21][N:20]([C:23]([O:25][C:26]([CH3:27])([CH3:28])[CH3:29])=[O:24])[CH2:19]1)#[N:20]. Procedure: Analogously to Method G, 0.456 g of tert-butyl 4-{4-[3-(2-methoxybenzyloxy)propoxy]phenyl}-3-[2-(toluene-4-sulphonyloxy)ethoxy]piperidine-1-carboxylate (Example 14b) and 0.27 g of 2-hydroxy-N-(2-methoxyethyl)benzamide are reacted. The title compound is obtained as a yellow oil. Rf=0.40 (1:1 EtOAc-heptane); Rt=5.60. Reactants: COC1=C(C=CC(=C1)OC)C1=NN(C2=NC(=NC=C21)N)C (3-(2,4-Dimethoxy-phenyl)-1-methyl-1H-pyrazolo[3,4-d]pyrimidin-6-ylamine), ClN1C(N(C(N(C1=O)Cl)=O)Cl)=O (trichloroisocyanuric acid). Solvent: C(C)#N (acetonitrile). Conditions: time 1.5 hour. Yields the product ClC=1C(=CC(=C(C1)C1=NN(C2=NC(=NC=C21)N)C)OC)OC (3-(5-Chloro-2,4-dimethoxy-phenyl)-1-methyl-1H-pyrazolo[3,4-d]pyrimidin-6-ylamine). RXN SMILES: [CH3:1][O:2][C:3]1[CH:8]=[C:7]([O:9][CH3:10])[CH:6]=[CH:5][C:4]=1[C:11]1[C:19]2[C:14](=[N:15][C:16]([NH2:20])=[N:17][CH:18]=2)[N:13]([CH3:21])[N:12]=1.[Cl:22]N1C(=O)N(Cl)C(=O)N(Cl)C1=O>C(#N)C>[Cl:22][C:6]1[C:7]([O:9][CH3:10])=[CH:8][C:3]([O:2][CH3:1])=[C:4]([C:11]2[C:19]3[C:14](=[N:15][C:16]([NH2:20])=[N:17][CH:18]=3)[N:13]([CH3:21])[N:12]=2)[CH:5]=1. Procedure details: 3-(2,4-Dimethoxy-phenyl)-1-methyl-1H-pyrazolo[3,4-d]pyrimidin-6-ylamine (Example 89) is suspended in acetonitrile (10 ml), trichloroisocyanuric acid (0.021 g, 0.09 mmol) is added and the reaction mixture is stirred for 1.5 hours at room temperature then stood overnight. The solvents are removed in vacuo, the residue is dissolved in EtOAc, washed with water and brine, dried over MgSO4, filtered, concentrated in vacuo and dried under vacuum (45° C.) to afford the title compound. Starting materials: [BH4-], NCCNCc1ccccc1, CO, O=Cc1cc(F)cc(F)c1, NCCN, [Na+]. Reaction SMILES: [BH4-:15].[CH2:17]([NH:18][CH2:19][CH2:20][NH2:21])[c:22]1[cH:23][cH:24][cH:25][cH:26][cH:27]1.[CH3:28][OH:29].[F:1][c:2]1[cH:3][c:4]([CH:5]=[O:6])[cH:7][c:8]([F:10])[cH:9]1.[NH2:11][CH2:12][CH2:13][NH2:14].[Na+:16]>>[F:1][c:2]1[cH:3][c:4]([CH2:5][NH:11][CH2:12][CH2:13][NH2:14])[cH:7][c:8]([F:10])[cH:9]1. The product is NCCNCc1cc(F)cc(F)c1. The reactants are C([O-])([O-])=O.[Na+].[Na+] (sodium carbonate), C(C1=CC=CC=C1)N1CC2=CC=CC(=C2C1)[N+](=O)[O-] (2-benzyl-4-nitroisoindoline), ClC(=O)OCC (ethyl chloroformate). The solvent is C(Cl)(Cl)Cl (chloroform). Conditions: time 20 hour. Yields the product C(C)OC(=O)N1CC2=CC=CC(=C2C1)[N+](=O)[O-] (2-ethoxycarbonyl-4-nitroisoindoline). Yield: 73.3%. RXN SMILES: C([N:8]1[CH2:16][C:15]2[C:10](=[CH:11][CH:12]=[CH:13][C:14]=2[N+:17]([O-:19])=[O:18])[CH2:9]1)C1C=CC=CC=1.C(=O)([O-])[O-].[Na+].[Na+].Cl[C:27]([O:29][CH2:30][CH3:31])=[O:28]>C(Cl)(Cl)Cl>[CH2:30]([O:29][C:27]([N:8]1[CH2:16][C:15]2[C:10](=[CH:11][CH:12]=[CH:13][C:14]=2[N+:17]([O-:19])=[O:18])[CH2:9]1)=[O:28])[CH3:31] |f:1.2.3|. Procedure details: 2.54 g of 2-benzyl-4-nitroisoindoline was dissolved in 10 ml of chloroform, and 1.27 g of sodium carbonate was added to the solution. To the mixture was added dropwise 1.30 g of ethyl chloroformate under ice-cooling while stirring. After the addition, the stirring was continued for 20 hours at room temperature. The insoluble materials were removed by filtration and the filtrate was washed with water, 5% hydrochloric acid, and then with water. The mixture was concentrated and recrystallized from ... The reactants are C([O-])(O)=O.[Na+] (sodiumbicarbonate), NC1=C2N=C(N(C2=NC=N1)C=1C=CC(N(C1)C)=O)C1=CC(=CC=C1)F (5-[6-Amino-8-(3-fluorophenyl)-9H-9-purinyl]-1-methyl-1,2-dihydro-2-pyridinone), NC=1C(=NC=NC1Cl)NC=1C=CC(N(C1)C)=O (5-(5-Amino-6-chloropyrimidin-4-yl)amino-1-methyl-1,2-dihydro-2-pyridinone), FC=1C=C(C(=O)Cl)C=CC1 (3-Fluorobenzoyl chloride). The solvent is C(C)(=O)OCC (Ethyl acetate), CN1CCCC1=O (NMP), CN1CCCC1=O (NMP). Conditions: temperature 40 celsius. Product: ClC1=C2N=C(N(C2=NC=N1)C=1C=CC(N(C1)C)=O)C1=CC(=CC=C1)F (5-[6-chloro-8-(3-fluorophenyl)-9H-9-purinyl]-1-methyl-1,2-dihydro-2-pyridinone). The yield is 66.7%. RXN SMILES: [NH2:1][C:2]1[C:3]([NH:9][C:10]2[CH:11]=[CH:12][C:13](=[O:17])[N:14]([CH3:16])[CH:15]=2)=[N:4][CH:5]=[N:6][C:7]=1[Cl:8].[F:18][C:19]1[CH:20]=[C:21]([CH:25]=[CH:26][CH:27]=1)[C:22](Cl)=O.C(=O)(O)[O-].[Na+].NC1N=CN=C2C=1N=C(C1C=CC=C(F)C=1)N2C1C=CC(=O)N(C)C=1>C(OCC)(=O)C.CN1C(=O)CCC1>[Cl:8][C:7]1[N:6]=[CH:5][N:4]=[C:3]2[C:2]=1[N:1]=[C:22]([C:21]1[CH:25]=[CH:26][CH:27]=[C:19]([F:18])[CH:20]=1)[N:9]2[C:10]1[CH:11]=[CH:12][C:13](=[O:17])[N:14]([CH3:16])[CH:15]=1 |f:2.3|. Procedure: 5-(5-Amino-6-chloropyrimidin-4-yl)amino-1-methyl-1,2-dihydro-2-pyridinone (1 g) and NMP (10 mL) were introduced into a flask and stirred at 40° C. 3-Fluorobenzoyl chloride (0.53 mL, 1.1 eq.) was added dropwise to this suspension, and after additional NMP (3.2 mL) was added thereto and stirred for about 1.5 hours, the reaction solution was elevated to 110° C. and stirred for 3 hours. Ethyl acetate (33 mL) and 10% aqueous sodiumbicarbonate solution (16.5 mL) were added to the reaction solution, an... Starting materials: FC(C(=O)O)(F)F (trifluoroacetic acid), C([O-])(O)=O.[Na+] (sodium bicarbonate), ICI (diiodomethane), C(C)[Zn]CC (diethylzinc), C12(CC3CC(CC(C1)C3)C2)COC2=CC(=C(C(=O)OC(C)(C)C)C=C2\C=C\COC)F (tert-butyl 4-(adamantan-1-ylmethoxy)-2-fluoro-5-((E)-3-methoxyprop-1-en-1-yl)benzoate), FC(C(=O)O)(F)F (trifluoroacetic acid). Run in ClCCl (dichloromethane), ClCCl (dichloromethane), ClCCl (dichloromethane), ClCCl (dichloromethane), ClCCl (dichloromethane), ClCCl (dichloromethane). Conditions: temperature 0 celsius, time 15 minute. Product: C12(CC3CC(CC(C1)C3)C2)COC2=CC(=C(C(=O)O)C=C2[C@H]2[C@@H](C2)COC)F (4-(adamantan-1-ylmethoxy)-2-fluoro-5-(trans-2-(methoxymethyl)-cyclopropyl)benzoic acid). Yield: 52.5%. RXN SMILES: [CH2:1]([Zn]CC)C.FC(F)(F)C(O)=O.ICI.[C:16]12([CH2:26][O:27][C:28]3[C:40](/[CH:41]=[CH:42]/[CH2:43][O:44][CH3:45])=[CH:39][C:31]([C:32]([O:34]C(C)(C)C)=[O:33])=[C:30]([F:46])[CH:29]=3)[CH2:25][CH:20]3[CH2:21][CH:22]([CH2:24][CH:18]([CH2:19]3)[CH2:17]1)[CH2:23]2.C(=O)(O)[O-].[Na+]>ClCCl>[C:16]12([CH2:26][O:27][C:28]3[C:40]([C@@H:41]4[CH2:1][C@H:42]4[CH2:43][O:44][CH3:45])=[CH:39][C:31]([C:32]([OH:34])=[O:33])=[C:30]([F:46])[CH:29]=3)[CH2:23][CH:22]3[CH2:24][CH:18]([CH2:19][CH:20]([CH2:21]3)[CH2:25]1)[CH2:17]2 |f:4.5|. Reported procedure: To a mixture of diethylzinc (1.0 M solution in heptane, 6.8 mL, 6.8 mmol) in anhydrous dichloromethane (3 mL) was added a solution of trifluoroacetic acid (0.52 mL, 6.80 mmol) in anhydrous dichloromethane (2 mL) at 0° C. and the reaction mixture was stirred for 15 minutes at 0° C. A solution of diiodomethane (0.55 mL, 6.82 mmol) in anhydrous dichloromethane (2 mL) was added to the reaction mixture at 0° C. and stirring was continued for 15 minutes at 0° C. To the reaction mixture was then added ...